Task: describe an organic reaction: reactants, conditions, products, and yield. Dataset: the Open Reaction Database (ORD), a public repository of structured organic reaction records Reactants: C1(=CC=CC=C1)P(C1=CC=CC=C1)C1=CC=CC=C1 (triphenylphosphine), CCOC(=O)/N=N/C(=O)OCC (DEAD), C(C1=CC=CC=C1)ONC(C[C@@H](COC1=CC=C(C=C1)Br)O)=O ((3 S)-N-(benzyloxy)-4-(4-bromophenoxy)-3-hydroxybutanamide). Run in C1CCOC1 (THF), CN(C)C=O (DMF). Yields the product C(C1=CC=CC=C1)ON1C(C[C@@H]1COC1=CC=C(C=C1)Br)=O ((4R)-1-(benzyloxy)-4-((4-bromophenoxy)-methyl)-2-azetidinone). As a reaction SMILES: C1(P(C2C=CC=CC=2)C2C=CC=CC=2)C=CC=CC=1.CCOC(/N=N/C(OCC)=O)=O.[CH2:32]([O:39][NH:40][C:41](=[O:54])[CH2:42][C@H:43](O)[CH2:44][O:45][C:46]1[CH:51]=[CH:50][C:49]([Br:52])=[CH:48][CH:47]=1)[C:33]1[CH:38]=[CH:37][CH:36]=[CH:35][CH:34]=1>C1COCC1.CN(C=O)C>[CH2:32]([O:39][N:40]1[C@@H:43]([CH2:44][O:45][C:46]2[CH:51]=[CH:50][C:49]([Br:52])=[CH:48][CH:47]=2)[CH2:42][C:41]1=[O:54])[C:33]1[CH:38]=[CH:37][CH:36]=[CH:35][CH:34]=1. Procedure: A solution of triphenylphosphine (121 g) in THF (1.9 L) was treated with DEAD (80.1 g) over 30 minutes, treated with a solution of Example 3D in DMF (600 mL) at 40° C. by cannula over 90 minutes and a solution of triphenylphosphine (6.2 g) and DEAD (3.8 mL) in THF (20 mL), concentrated, treated with toluene (350 mL), and concentrated. The concentrate was treated with toluene (1.9 L), washed with water, and concentrated to half of its original volume, to provide a solution of (4R)-1-(benzyloxy)-4... Reactants: CC(CC\N=C\C1=C(C(=CC=C1)F)NCCN1CCCCC1)(C)C (2-((E)-(3,3-dimethylbutylimino)methyl)-6-fluoro-N-(2-(piperidin-1-yl)ethyl)benzenamine), S[C@H](C(=O)O)CC(=O)O ((S)-2-mercaptosuccinic acid). Run in C1(=CC=CC=C1)C (toluene). Product: N1(CCCCC1)CCNC1=C(C=CC=C1F)C1S[C@H](C(N1CCC(C)(C)C)=O)CC(=O)O (2-((5S)-2-(2-(2-(piperidin-1-yl)ethylamino)-3-fluorophenyl)-3-(3,3-dimethylbutyl)-4-oxothiazolidin-5-yl)acetic acid). RXN SMILES: [CH3:1][C:2]([CH3:24])([CH3:23])[CH2:3][CH2:4]/[N:5]=[CH:6]/[C:7]1[CH:12]=[CH:11][CH:10]=[C:9]([F:13])[C:8]=1[NH:14][CH2:15][CH2:16][N:17]1[CH2:22][CH2:21][CH2:20][CH2:19][CH2:18]1.[SH:25][C@@H:26]([CH2:30][C:31]([OH:33])=[O:32])[C:27](O)=[O:28]>C1(C)C=CC=CC=1>[N:17]1([CH2:16][CH2:15][NH:14][C:8]2[C:9]([F:13])=[CH:10][CH:11]=[CH:12][C:7]=2[CH:6]2[N:5]([CH2:4][CH2:3][C:2]([CH3:24])([CH3:23])[CH3:1])[C:27](=[O:28])[C@H:26]([CH2:30][C:31]([OH:33])=[O:32])[S:25]2)[CH2:22][CH2:21][CH2:20][CH2:19][CH2:18]1. Procedure details: 2-((E)-(3,3-dimethylbutylimino)methyl)-6-fluoro-N-(2-(piperidin-1-yl)ethyl)benzenamine (457 mg, 1.370 mmol) and (S)-2-mercaptosuccinic acid (224 mg, 1.492 mmol) were stirred in toluene (14 mL) at 80° C. for 24 hours. The solvent was removed on a rotary evaporator under high vacuum at 35° C. Crude 2-((5S)-2-(2-(2-(piperidin-1-yl)ethylamino)-3-fluorophenyl)-3-(3,3-dimethylbutyl)-4-oxothiazolidin-5-yl)acetic acid was obtained as a brown foam and carried on to the next reaction. The reactants are NC1=CC=C(C=C1)C(C(F)(F)F)(C(F)(F)F)O (2-(4-aminophenyl)-1,1,1,3,3,3-hexafluoropropan-2-ol), CC(C#N)(O)C (acetone cyanohydrin). Solvent: C1CCOC1 (THF), CCOC(=O)C (EtOAc). Yields the product O.C(=O)(C(F)(F)F)O (H2O TFA), CC(C#N)(C)NC1=CC=C(C=C1)C(C(F)(F)F)(C(F)(F)F)O (2-Methyl-2-({4-[2,2,2-trifluoro-1-hydroxy-1-(trifluoromethyl)ethyl]phenyl}-amino)propanenitrile). Isolated yield 131.5%. As a reaction SMILES: [NH2:1][C:2]1[CH:7]=[CH:6][C:5]([C:8]([OH:17])([C:13]([F:16])([F:15])[F:14])[C:9]([F:12])([F:11])[F:10])=[CH:4][CH:3]=1.[CH3:18][C:19]([CH3:23])([OH:22])[C:20]#[N:21]>C1COCC1.CCOC(C)=O>[OH2:17].[C:8]([OH:17])([C:13]([F:16])([F:15])[F:14])=[O:22].[CH3:18][C:19]([NH:1][C:2]1[CH:3]=[CH:4][C:5]([C:8]([OH:17])([C:9]([F:10])([F:11])[F:12])[C:13]([F:14])([F:15])[F:16])=[CH:6][CH:7]=1)([CH3:23])[C:20]#[N:21] |f:4.5|. Procedure: A solution of 2-(4-aminophenyl)-1,1,1,3,3,3-hexafluoropropan-2-ol (Oakwood, 5.0 g, 19.3 mmol) and acetone cyanohydrin (3.6 mL, 39.8 mmol) in THF (19 mL) was heated at reflux over 24 h. After cooling, the reaction mixture was diluted with EtOAc and washed several times with brine. Purification by reverse phase HPLC using a gradient elution of 60:40 H2O/TFA:CH3CN to 0:100 H2O/TFA:CH3CN at 254 nm afforded the title compound as a white powder (2.76 g, 44%). MS (ES+) m/z 327 (MH+). The reactants are C1(=C(C(=C(C(=C1F)F)F)N)F)N.Cl.Cl (dihydrochloride), N1=C(NC=2C=NC=CC21)C2=CC=CC=1C(C3=CC=CC=C3C21)N (4-(3H-imidazo[4,5-c]pyridin-2-yl)-fluorene-9(R,S)-amine), C(=O)C1=CC=C2C=CNC2=C1 (6-formyl-indole), C(C)(C)N(CC)C(C)C (diisopropylethylamine), [B-].[Na+] (sodium hydroborate). Run in C(C)O (ethanol). Conditions: time 1 hour. Yields the product N1=C(NC=2C=NC=CC21)C2=CC=CC=1C(C3=CC=CC=C3C21)NCC2=CC=C1C=CNC1=C2 (N-[4-(3H-imidazo[4,5-c]pyridin-2-yl)-9H-fluoren-9(R,S)-yl]-(1H-indol-6-ylmethyl)-amine). As a reaction SMILES: C1(N)C(F)=C(F)C(F)=C(N)C=1F.Cl.Cl.[N:15]1[C:23]2[CH:22]=[CH:21][N:20]=[CH:19][C:18]=2[NH:17][C:16]=1[C:24]1[C:36]2[C:35]3[C:30](=[CH:31][CH:32]=[CH:33][CH:34]=3)[CH:29]([NH2:37])[C:28]=2[CH:27]=[CH:26][CH:25]=1.[CH:38]([C:40]1[CH:48]=[C:47]2[C:43]([CH:44]=[CH:45][NH:46]2)=[CH:42][CH:41]=1)=O.C(N(C(C)C)CC)(C)C.[B-].[Na+]>C(O)C>[N:15]1[C:23]2[CH:22]=[CH:21][N:20]=[CH:19][C:18]=2[NH:17][C:16]=1[C:24]1[C:36]2[C:35]3[C:30](=[CH:31][CH:32]=[CH:33][CH:34]=3)[CH:29]([NH:37][CH2:38][C:40]3[CH:48]=[C:47]4[C:43]([CH:44]=[CH:45][NH:46]4)=[CH:42][CH:41]=3)[C:28]=2[CH:27]=[CH:26][CH:25]=1 |f:0.1.2,6.7|. Procedure details: Carry out the procedure as in Example 18, starting from 94 mg of dihydrochloride of 4-(3H-imidazo[4,5-c]pyridin-2-yl)-fluorene-9(R,S)-amine, 55 mg of 6-formyl-indole and 90 μL of diisopropylethylamine in 0.7 ml of ethanol for 2 hours at room temperature, then add 28 mg of sodium hydroborate and stir for 1 hour at room temperature. After purification on silica gel, eluting with mixtures of dichloromethane and methanol (95-5 by volume), we obtain 58 mg of N-[4-(3H-imidazo[4,5-c]pyridin-2-yl)-9H-fl... Starting materials: C(C)(C)(C)OC(=O)C1=CC=C(C=C1)N1C(N(C(C1)=O)S(=O)(=O)C1=CC=C(C=C1)Cl)=O (1-(4-t-butoxycarbonylphenyl)-3-(4-chlorobenzenesulfonyl)-imidazolidin-2,4-dione), resultant solution. Solvent: FC(C(=O)O)(F)F (trifluoroacetic acid). The product is C(=O)(O)C1=CC=C(C=C1)N1C(N(C(C1)=O)S(=O)(=O)C1=CC=C(C=C1)Cl)=O (1-(4-carboxyphenyl)-3-(4-chlorobenzenesulfonyl)-imidazolidin-2,4-dione). The yield is 84.4%. RXN SMILES: C([O:5][C:6]([C:8]1[CH:13]=[CH:12][C:11]([N:14]2[CH2:18][C:17](=[O:19])[N:16]([S:20]([C:23]3[CH:28]=[CH:27][C:26]([Cl:29])=[CH:25][CH:24]=3)(=[O:22])=[O:21])[C:15]2=[O:30])=[CH:10][CH:9]=1)=[O:7])(C)(C)C>FC(F)(F)C(O)=O>[C:6]([C:8]1[CH:9]=[CH:10][C:11]([N:14]2[CH2:18][C:17](=[O:19])[N:16]([S:20]([C:23]3[CH:28]=[CH:27][C:26]([Cl:29])=[CH:25][CH:24]=3)(=[O:21])=[O:22])[C:15]2=[O:30])=[CH:12][CH:13]=1)([OH:7])=[O:5]. Reported procedure: In 1.5 ml of trifluoroacetic acid (TFA), were dissolved 120 mg (0.27 mmol) of 1-(4-t-butoxycarbonylphenyl)-3-(4-chlorobenzenesulfonyl)-imidazolidin-2,4-dione obtained in Example 53. The resultant solution was stirred at room temperature for 10 minutes. The liquid reaction mixture was concentrated under reduced pressure and added with diethyl ether. Crystals deposited were collected by filtration to obtain 90 mg (yield: 85.2%) of the title compound. Starting materials: NC=1C=C2C(=C(C=NC2=CC1N1CCC(CC1)N1CCCC1)C#N)NC1=CC(=C(C=C1)SC=1N(C=CN1)C)Cl (6-amino-4-[3-chloro-4-(1-methyl-1H-imidazole-2-ylsulfanyl)phenylamino]-7-(4-pyrrolidin-1-yl-piperidin-1-yl)quinoline-3-carbonitrile), C=O (paraformaldehyde), C(#N)[BH3-].[Na+] (sodium cyanoborohydride). The reagents and catalysts are C(C)(=O)O (acetic acid). Run in C(C)O (ethanol). Product: ClC=1C=C(C=CC1SC=1N(C=CN1)C)NC1=C(C=NC2=CC(=C(C=C12)NC)N1CCC(CC1)N1CCCC1)C#N (4-({3-Chloro-4-[(1-methyl-1H-imidazole-2-yl)thio]phenyl}amino)-6-(methylamino)-7-(4-pyrrolidin-1-ylpiperidin-1-yl)quinoline-3-carbonitrile). Yield: 50.1%. As a reaction SMILES: [NH2:1][C:2]1[CH:3]=[C:4]2[C:9](=[CH:10][C:11]=1[N:12]1[CH2:17][CH2:16][CH:15]([N:18]3[CH2:22][CH2:21][CH2:20][CH2:19]3)[CH2:14][CH2:13]1)[N:8]=[CH:7][C:6]([C:23]#[N:24])=[C:5]2[NH:25][C:26]1[CH:31]=[CH:30][C:29]([S:32][C:33]2[N:34]([CH3:38])[CH:35]=[CH:36][N:37]=2)=[C:28]([Cl:39])[CH:27]=1.C=O.[C:42]([BH3-])#N.[Na+]>C(O)(=O)C.C(O)C>[Cl:39][C:28]1[CH:27]=[C:26]([NH:25][C:5]2[C:4]3[C:9](=[CH:10][C:11]([N:12]4[CH2:13][CH2:14][CH:15]([N:18]5[CH2:19][CH2:20][CH2:21][CH2:22]5)[CH2:16][CH2:17]4)=[C:2]([NH:1][CH3:42])[CH:3]=3)[N:8]=[CH:7][C:6]=2[C:23]#[N:24])[CH:31]=[CH:30][C:29]=1[S:32][C:33]1[N:34]([CH3:38])[CH:35]=[CH:36][N:37]=1 |f:2.3|. Procedure: A mixture of 130 mg (0.23 mmol) of 6-amino-4-[3-chloro-4-(1-methyl-1H-imidazole-2-ylsulfanyl)phenylamino]-7-(4-pyrrolidin-1-yl-piperidin-1-yl)quinoline-3-carbonitrile, 12.0 mg (0.4 mmol) of paraformaldehyde, 25.0 mg (0.39 mmol) of sodium cyanoborohydride and 2 drops of acetic acid in 15 mL of ethanol is heated under reflux for 8 hours. The mixture is cooled to room temperature and solvent removed in vacuo. A 12 mL solution of 1N sodium hydroxide is added to the residue, and the mixture is stirre... The reactants are NCC(C)N (1,2-diaminopropane), Cl (hydrogen chloride), CC1NC1 (2-methylaziridine). The solvent is O (water). Run at temperature 110 celsius. The product is NC(CNCC(C)N)C (Di-(2-aminopropyl)amine). The yield is 24.0%. Reaction SMILES: [NH2:1][CH2:2][CH:3]([NH2:5])[CH3:4].Cl.[CH3:7][CH:8]1[CH2:10][NH:9]1>O>[NH2:5][CH:3]([CH3:4])[CH2:2][NH:1][CH2:7][CH:8]([NH2:9])[CH3:10]. Procedure: Into a 500 mL flask, 180 mL of de-ionized water was placed. To this, 120 mL of 1,2-diaminopropane (1.39 mol) was added and a condenser was fitted to the flask. 50 mL (0.507 mol) of hydrogen chloride (37%) was added dropwise and the reaction allowed to subside before adding 10 mL of 2-methylaziridine (0.142 mol). The solution was then heated to 110° C. for 25 hours. The solvent and excess 1,2-diaminopropane were then removed by vacuum distillation. The crude product was then distilled under vacuu... Yields the product Fc1ccc(COC2CC3CN(c4ncc(F)cn4)CCN3C2)cc1. As a reaction SMILES: [CH3:12][S:13]([O:14][CH:17]1[CH2:18][CH:19]2[N:20]([CH2:21][CH2:22][N:23]([c:25]3[n:26][cH:27][c:28]([F:31])[cH:29][n:30]3)[CH2:24]2)[CH2:32]1)(=[O:15])=[O:16].[F:1][c:2]1[cH:3][cH:4][c:5]([CH2:6][OH:7])[cH:8][cH:9]1.[H-:10].[Na+:11].[O:33]=[CH:34][N:35]([CH3:36])[CH3:37].[OH2:38]>>[F:1][c:2]1[cH:3][cH:4][c:5]([CH2:6][O:7][CH:17]2[CH2:18][CH:19]3[N:20]([CH2:21][CH2:22][N:23]([c:25]4[n:26][cH:27][c:28]([F:31])[cH:29][n:30]4)[CH2:24]3)[CH2:32]2)[cH:8][cH:9]1. The reactants are CS(=O)(=O)OC1CC2CN(c3ncc(F)cn3)CCN2C1, OCc1ccc(F)cc1, [H-], [Na+], CN(C)C=O, O. Reactants: C1(=CC=CC=C1)CCCCCCCC[Mg]Br (8-phenyloctylmagnesium bromide), COC1=C(C=CC=C1)C=1OCC(N1)(C)C (2-(2-methoxyphenyl)-4,4-dimethyloxazoline), [I-].C(CCCCCCCCCCC)C1=C(C=CC=C1)C=1OCC([N+]1C)(C)C (2-(2-Dodecylphenyl)-3,4,4-trimethyloxazolinium iodide), C(CCCCCCCCCCC)C1=C(C=O)C=CC=C1 (2-Dodecylbenzaldehyde). Solvent: O1CCCC1 (tetrahydrofuran), O1CCCC1 (tetrahydrofuran). Conditions: time 24 hour. Yields the product C1(=CC=CC=C1)CCCCCCCCC1=C(C=CC=C1)C=1OCC(N1)(C)C (2-[2-(8-phenyloctyl)phenyl]4,4-dimethyloxazoline). Reaction SMILES: [I-].[CH2:2]([C:14]1[CH:19]=[CH:18][CH:17]=[CH:16][C:15]=1[C:20]1[O:21][CH2:22][C:23]([CH3:27])([CH3:26])[N+:24]=1C)[CH2:3][CH2:4][CH2:5][CH2:6][CH2:7][CH2:8][CH2:9][CH2:10][CH2:11][CH2:12][CH3:13].[CH2:28](C1C=CC=CC=1C=O)[CH2:29]CCCCCCCCCC.C1(CCCCCCCC[Mg]Br)C=CC=CC=1.COC1C=CC=CC=1C1OCC(C)(C)N=1>O1CCCC1>[C:10]1([CH2:9][CH2:8][CH2:7][CH2:6][CH2:5][CH2:4][CH2:3][CH2:2][C:14]2[CH:19]=[CH:18][CH:17]=[CH:16][C:15]=2[C:20]2[O:21][CH2:22][C:23]([CH3:26])([CH3:27])[N:24]=2)[CH:11]=[CH:12][CH:13]=[CH:29][CH:28]=1 |f:0.1|. Reported procedure: Following the procedures of Example 1(a), (b) and (c), to 8-phenyloctylmagnesium bromide (from 24.25 mmoles of 8-phenyloctyl bromide and 21.27 mmoles of magnesium) in distilled tetrahydrofuran (40 ml) was added 2-(2-methoxyphenyl)-4,4-dimethyloxazoline (17.10 mmoles) in tetrahydrofuran (20 ml). After stirring for 24 hours, the reaction mixture was similarly worked up to yield 2-[2-(8-phenyloctyl)phenyl]4,4-dimethyloxazoline as an oil. A solution of the oxazoline (11.58 mmoles) in methyl iodide (...